Dataset: the Open Reaction Database (ORD), a public repository of structured organic reaction records. Task: describe an organic reaction: reactants, conditions, products, and yield Starting materials: [F-].C(CCC)[N+](CCCC)(CCCC)CCCC (tetra n-butylammonium fluoride), N1=CC=CC2=CC(=CC=C12)OC(C(=O)NC(C#CC(C(C)(C)C)O[SiH](C)C)(C)C)CC (2-(6-Quinolinyloxy)-N-(1-tert.butyldimethylsilyloxy-4-methylpent-2-yn-4-yl)butyramide), CCCCCC.C(C)(=O)OCC (hexane ethyl acetate). Run in O1CCCC1 (tetrahydrofuran). Reaction conditions: temperature 0 celsius, time 0.75 hour. Product: N1=CC=CC2=CC(=CC=C12)OC(C(=O)NC(C#CCO)(C)C)CC (2-(6-quinolinyloxy)-N-(1-hydroxy-4-methylpent-2-yn-4-yl) butyramide). Yield: 69.8%. As a reaction SMILES: [N:1]1[C:10]2[C:5](=[CH:6][C:7]([O:11][CH:12]([CH2:30][CH3:31])[C:13]([NH:15][C:16]([CH3:29])([CH3:28])[C:17]#[C:18][CH:19]([O:24][SiH](C)C)C(C)(C)C)=[O:14])=[CH:8][CH:9]=2)[CH:4]=[CH:3][CH:2]=1.[F-].C([N+](CCCC)(CCCC)CCCC)CCC.CCCCCC.C(OCC)(=O)C>O1CCCC1>[N:1]1[C:10]2[C:5](=[CH:6][C:7]([O:11][CH:12]([CH2:30][CH3:31])[C:13]([NH:15][C:16]([CH3:28])([CH3:29])[C:17]#[C:18][CH2:19][OH:24])=[O:14])=[CH:8][CH:9]=2)[CH:4]=[CH:3][CH:2]=1 |f:1.2,3.4|. Procedure: 2-(6-Quinolinyloxy)-N-(1-tert.butyldimethylsilyloxy-4-methylpent-2-yn-4-yl)butyramide (0.58 g) in tetrahydrofuran (10 ml) was stirred at 3–5° C. and a solution of tetra n-butylammonium fluoride (2.64 ml of 1M solution in tetrahydrofuran) was added dropwise over 5 minutes. On completion of addition, the mixture was stirred for 0.5 hour at 0° C., 0.75 hour at ambient temperature then stored for 18 hours. The solvent was evaporated under reduced pressure and the residue partitioned between ethyl ac... The reactants are BrC1=CC=CC(=N1)CC(=O)O ((6-Bromopyridin-2-yl)acetic acid), C(=O)(N1C=NC=C1)N1C=NC=C1 (carbonyldiimidazole), CN1N=CC(=C1)N (1-methyl-1H-pyrazol-4-amine). Solvent: CN(C=O)C (dimethylformamide), CN(C=O)C (dimethylformamide). Conditions: time 8 hour. The product is BrC1=CC=CC(=N1)CC(=O)NC=1C=NN(C1)C (2-(6-Bromopyridin-2-yl)-N-(1-methyl-1-H-pyrazol-4-yl)acetamide). As a reaction SMILES: [Br:1][C:2]1[N:7]=[C:6]([CH2:8][C:9]([OH:11])=O)[CH:5]=[CH:4][CH:3]=1.C(N1C=CN=C1)(N1C=CN=C1)=O.[CH3:24][N:25]1[CH:29]=[C:28]([NH2:30])[CH:27]=[N:26]1>CN(C)C=O>[Br:1][C:2]1[N:7]=[C:6]([CH2:8][C:9]([NH:30][C:28]2[CH:27]=[N:26][N:25]([CH3:24])[CH:29]=2)=[O:11])[CH:5]=[CH:4][CH:3]=1. Procedure details: A solution of (6-bromopyridin-2-yl)acetic acid (Example 235, Step 2) (30 mg, 0.39 mmol) in dimethylformamide (3 mL) was charged with carbonyldiimidazole (338 mg, 2.08 mmol) and maintained at room temperature for 1 hour. A solution of 1-methyl-1H-pyrazol-4-amine (175 mg, 1.81 mmol) in dimethylformamide (2 mL) was added and the reaction was stirred overnight at room temperature. The reaction was then directly purified by reverse phase HPLC (10-100% acetonitrile/water+0.05% TFA modifier) to yield t... Reactants: ClC1=NN=C(C2=CC=CC=C12)N1[C@@H](CN(CC1)C(=O)C1=CC=CC=C1)C ((R)-(4-(4-chlorophthalazin-1-yl)-3-methylpiperazin-1-yl)(phenyl)methanone), OCC1=CC=C(C=C1)B(O)O (4-(hydroxymethyl)phenylboronic acid), C([O-])([O-])=O.[Na+].[Na+] (sodium carbonate). The reagents and catalysts are C=1C=CC(=CC1)/C=C/C(=O)/C=C/C2=CC=CC=C2.C=1C=CC(=CC1)/C=C/C(=O)/C=C/C2=CC=CC=C2.C=1C=CC(=CC1)/C=C/C(=O)/C=C/C2=CC=CC=C2.[Pd].[Pd] (tris(dibenzylideneacetone)dipalladium). Run in C1(=CC=CC=C1)C (toluene), C(C)(=O)OCC (ethyl acetate), hexanes. Run at temperature 100 celsius. The product is OCC1=CC=C(C=C1)C1=NN=C(C2=CC=CC=C12)N1[C@@H](CN(CC1)C(=O)C1=CC=CC=C1)C ((R)-(4-(4-(4-(hydroxymethyl)phenyl)phthalazin-1-yl)-3-methylpiperazin-1-yl)(phenyl)methanone). Reaction SMILES: Cl[C:2]1[C:11]2[C:6](=[CH:7][CH:8]=[CH:9][CH:10]=2)[C:5]([N:12]2[CH2:17][CH2:16][N:15]([C:18]([C:20]3[CH:25]=[CH:24][CH:23]=[CH:22][CH:21]=3)=[O:19])[CH2:14][C@H:13]2[CH3:26])=[N:4][N:3]=1.[OH:27][CH2:28][C:29]1[CH:34]=[CH:33][C:32](B(O)O)=[CH:31][CH:30]=1.C(=O)([O-])[O-].[Na+].[Na+]>C1(C)C=CC=CC=1.C(OCC)(=O)C.C1C=CC(/C=C/C(/C=C/C2C=CC=CC=2)=O)=CC=1.C1C=CC(/C=C/C(/C=C/C2C=CC=CC=2)=O)=CC=1.C1C=CC(/C=C/C(/C=C/C2C=CC=CC=2)=O)=CC=1.[Pd].[Pd]>[OH:27][CH2:28][C:29]1[CH:34]=[CH:33][C:32]([C:2]2[C:11]3[C:6](=[CH:7][CH:8]=[CH:9][CH:10]=3)[C:5]([N:12]3[CH2:17][CH2:16][N:15]([C:18]([C:20]4[CH:25]=[CH:24][CH:23]=[CH:22][CH:21]=4)=[O:19])[CH2:14][C@H:13]3[CH3:26])=[N:4][N:3]=2)=[CH:31][CH:30]=1 |f:2.3.4,7.8.9.10.11|. Procedure: (R)-(4-(4-chlorophthalazin-1-yl)-3-methylpiperazin-1-yl)(phenyl)methanone (JK-5) (150 mg, 0.409 mmol), 4-(hydroxymethyl)phenylboronic acid (93.2 mg, 0.613 mmol), and tetrakis(triphenylphosphine)palladium (0) (23.6 mg, 0.023 mmol) were dissolved in toluene (4 mL) and aqueous sodium carbonate (2.0 M, 0.400 mL) under an atmosphere of argon. The reaction was heated at 100° C. for 15 hours, then cooled and taken up in ethyl acetate (80 mL). After washing with aqueous K2CO3 (10%), water, and then satu... Starting materials: C1(=CC=CC=C1)P(C1=CC=CC=C1)C1=CC=CC=C1 (triphenylphosphine), C(C)OC(=O)C(C1=CC=CC=C1)OC1=CC=C(CO)C=C1 (4-(α-ethoxycarbonyl-benzyloxy)benzyl alcohol), C(Br)(Br)(Br)Br (carbon tetrabromide). The solvent is ClCCl (dichloromethane), ClCCl (dichloromethane). Conditions: time 30 minute. The product is C(C)OC(=O)C(C1=CC=CC=C1)OC1=CC=C(CBr)C=C1 (4(α-Ethoxycarbonyl-benzyloxy)benzylbromide). RXN SMILES: [CH2:1]([O:3][C:4]([CH:6]([O:13][C:14]1[CH:21]=[CH:20][C:17]([CH2:18]O)=[CH:16][CH:15]=1)[C:7]1[CH:12]=[CH:11][CH:10]=[CH:9][CH:8]=1)=[O:5])[CH3:2].C1(P(C2C=CC=CC=2)C2C=CC=CC=2)C=CC=CC=1.C(Br)(Br)(Br)[Br:42]>ClCCl>[CH2:1]([O:3][C:4]([CH:6]([O:13][C:14]1[CH:21]=[CH:20][C:17]([CH2:18][Br:42])=[CH:16][CH:15]=1)[C:7]1[CH:12]=[CH:11][CH:10]=[CH:9][CH:8]=1)=[O:5])[CH3:2]. Procedure: 28.6 g (0.1 mol) of 4-(α-ethoxycarbonyl-benzyloxy)benzyl alcohol are dissolved in 300 ml of dichloromethane and mixed with 31.6 g (0.12 mol) of triphenylphosphine. Whilst cooling with ice, a solution of 40.0 g (0.12 mol) of carbon tetrabromide in 100 ml of dichloromethane is added dropwise. The mixture is stirred for 30 minutes at ambient temperature and then concentrated by evaporation. The residue is purified over a silica gel column (particle size: 0.063-0.02 mm), using as eluant first petrol... The reactants are FC1=C(C=O)C=C(C=C1F)F (2,3,5-trifluorobenzaldehyde), C1(CC1)CNCC1CC1 (N,N-bis(cyclopropylmethyl)amine), C1(CCCC1)CNCC (N-(cyclopentylmethyl)-N-ethylamine). Product: C1(CC1)CN(C1=C(C=O)C=C(C=C1F)F)CC1CC1 (2-[bis(cyclopropylmethyl)amino]-3,5-difluorobenzaldehyde). RXN SMILES: F[C:2]1[C:9]([F:10])=[CH:8][C:7]([F:11])=[CH:6][C:3]=1[CH:4]=[O:5].[CH:12]1([CH2:15][NH:16][CH2:17][CH:18]2[CH2:20][CH2:19]2)[CH2:14][CH2:13]1.C1(CNCC)CCCC1>>[CH:12]1([CH2:15][N:16]([CH2:17][CH:18]2[CH2:20][CH2:19]2)[C:2]2[C:9]([F:10])=[CH:8][C:7]([F:11])=[CH:6][C:3]=2[CH:4]=[O:5])[CH2:14][CH2:13]1. Procedure details: By using 2,3,5-trifluorobenzaldehyde instead of 2-fluoro-5-(trifluoromethyl)benzaldehyde, and N,N-bis(cyclopropylmethyl)amine synthesized by the method described in International Patent Publication WO2006/073973 instead of N-(cyclopentylmethyl)-N-ethylamine, reactions and treatments were performed in the same manner as those of Step 3 of Example 1 to obtain 2-[bis(cyclopropylmethyl)amino]-3,5-difluorobenzaldehyde as a yellow oil. Reactants: O=C([O-])[O-], CC(C)C(C)BC(C)C(C)C, CO, C=C(c1ccc(Cl)cc1)C1CC1, [K+], [K+], [Na+], C1CCOC1, [OH-], OO. The product is OCC(c1ccc(Cl)cc1)C1CC1. Reaction SMILES: [C:28]([O-:29])(=[O:30])[O-:31].[CH3:13][CH:14]([CH3:15])[CH:16]([BH:17][CH:18]([CH:19]([CH3:20])[CH3:21])[CH3:22])[CH3:23].[CH3:39][OH:40].[CH:1]1([C:4](=[CH2:5])[c:6]2[cH:7][cH:8][c:9]([Cl:12])[cH:10][cH:11]2)[CH2:2][CH2:3]1.[K+:32].[K+:33].[Na+:25].[O:34]1[CH2:35][CH2:36][CH2:37][CH2:38]1.[OH-:24].[OH:26][OH:27]>>[CH:1]1([CH:4]([CH2:5][OH:29])[c:6]2[cH:7][cH:8][c:9]([Cl:12])[cH:10][cH:11]2)[CH2:2][CH2:3]1.